This data is from the Open Reaction Database (ORD), a public repository of structured organic reaction records. The task is: describe an organic reaction: reactants, conditions, products, and yield Reactants: CC(=O)O[BH-](OC(C)=O)OC(C)=O, C1CCOC1, CNCCCN1C=Cc2cc(OC)c(OC)cc2CC1=O, COc1cc2c(cc1OC)C(C=O)C2, CC(=O)O, ClCCl, [Na+]. Product: COc1cc2c(cc1OC)CC(=O)N(CCCN(C)CC1Cc3cc(OC)c(OC)cc31)C=C2. Reaction SMILES: [C:40]([O:41][BH-:42]([O:43][C:44](=[O:45])[CH3:46])[O:47][C:48](=[O:49])[CH3:50])(=[O:51])[CH3:52].[CH2:54]1[O:55][CH2:56][CH2:57][CH2:58]1.[CH3:1][O:2][c:3]1[cH:4][c:5]2[c:6]([cH:18][c:19]1[O:20][CH3:21])[CH2:7][C:8](=[O:17])[N:9]([CH2:12][CH2:13][CH2:14][NH:15][CH3:16])[CH:10]=[CH:11]2.[CH3:22][O:23][c:24]1[cH:25][c:26]2[c:29]([cH:30][c:31]1[O:32][CH3:33])[CH:28]([CH:34]=[O:35])[CH2:27]2.[CH3:36][C:37](=[O:38])[OH:39].[Cl:59][CH2:60][Cl:61].[Na+:53]>>[CH3:1][O:2][c:3]1[cH:4][c:5]2[c:6]([cH:18][c:19]1[O:20][CH3:21])[CH2:7][C:8](=[O:17])[N:9]([CH2:12][CH2:13][CH2:14][N:15]([CH3:16])[CH2:34][CH:28]1[CH2:27][c:26]3[cH:25][c:24]([O:23][CH3:22])[c:31]([O:32][CH3:33])[cH:30][c:29]31)[CH:10]=[CH:11]2. Starting materials: COC(=O)[C@@H]1CC[C@H](CC1)N (trans-4-Amino-cyclohexanecarboxylic acid methyl ester), ClC1=NC=C(C(=N1)N1N=NC2=C1C=CC=C2)Cl (1-(2,5-dichloro-pyrimidin-4-yl)-1H-benzotriazole), TEA. Solvent: C1CCOC1 (THF). Conditions: time 8 hour. The product is COC(=O)C1CCC(CC1)NC1=NC=C(C(=N1)N1N=NC2=C1C=CC=C2)Cl (4-(4-benzotriazol-1-yl-5-chloro-pyrimidin-2-ylamino)-cyclohexanecarboxylic acid methyl ester). The yield is 74.0%. Reaction SMILES: [CH3:1][O:2][C:3]([C@H:5]1[CH2:10][CH2:9][C@H:8]([NH2:11])[CH2:7][CH2:6]1)=[O:4].Cl[C:13]1[N:18]=[C:17]([N:19]2[C:23]3[CH:24]=[CH:25][CH:26]=[CH:27][C:22]=3[N:21]=[N:20]2)[C:16]([Cl:28])=[CH:15][N:14]=1>C1COCC1>[CH3:1][O:2][C:3]([CH:5]1[CH2:10][CH2:9][CH:8]([NH:11][C:13]2[N:18]=[C:17]([N:19]3[C:23]4[CH:24]=[CH:25][CH:26]=[CH:27][C:22]=4[N:21]=[N:20]3)[C:16]([Cl:28])=[CH:15][N:14]=2)[CH2:7][CH2:6]1)=[O:4]. Procedure details: trans-4-Amino-cyclohexanecarboxylic acid methyl ester (727 mg, 3.76 mmol) was added in portions, at RT under nitrogen atmosphere, to a solution of 1-(2,5-dichloro-pyrimidin-4-yl)-1H-benzotriazole (500 mg, 1.88 mmol) in THF (50 mL) followed by TEA (0.79 mL, 5.64 mmol). The resultant white suspension was stirred at RT overnight, and then at 60° C. for 2.5 days. The mixture was partitioned between water (100 mL) and EtOAc (100 mL). The organic layer was separated, washed twice with water (100 mL) a... Reactants: CN1CC=2N(C(N[C@@H](C2C1=O)C1=C(C=C(C#N)C=C1)S(=O)(=O)C)=O)C1=CC(=CC=C1)C(F)(F)F (4-{(4S)-6-methyl-2,5-dioxo-1-[3-(trifluoromethyl)phenyl]-2,3,4,5,6,7-hexahydro-1H-pyrrolo[3,4-d]pyrimidin-4-yl}-3-(methylsulfonyl)benzonitrile), [H-].[Na+] (sodium hydride), CS(=O)(=O)Cl (methanesulfonyl chloride). The product is CN1CC=2N(C(N([C@@H](C2C1=O)C1=C(C=C(C#N)C=C1)S(=O)(=O)C)S(=O)(=O)C)=O)C1=CC(=CC=C1)C(F)(F)F (4-{(4S)-6-Methyl-3-(methylsulfonyl)-2,5-dioxo-1-[3-(trifluoromethyl)phenyl]-2,3,4,5,6,7-hexahydro-1H-pyrrolo[3,4-d]pyrimidin-4-yl}-3-(methylsulfonyl)benzonitrile). RXN SMILES: [CH3:1][N:2]1[C:10](=[O:11])[C:9]2[C@@H:8]([C:12]3[CH:19]=[CH:18][C:15]([C:16]#[N:17])=[CH:14][C:13]=3[S:20]([CH3:23])(=[O:22])=[O:21])[NH:7][C:6](=[O:24])[N:5]([C:25]3[CH:30]=[CH:29][CH:28]=[C:27]([C:31]([F:34])([F:33])[F:32])[CH:26]=3)[C:4]=2[CH2:3]1.[H-].[Na+].[CH3:37][S:38](Cl)(=[O:40])=[O:39]>>[CH3:1][N:2]1[C:10](=[O:11])[C:9]2[C@@H:8]([C:12]3[CH:19]=[CH:18][C:15]([C:16]#[N:17])=[CH:14][C:13]=3[S:20]([CH3:23])(=[O:21])=[O:22])[N:7]([S:38]([CH3:37])(=[O:40])=[O:39])[C:6](=[O:24])[N:5]([C:25]3[CH:30]=[CH:29][CH:28]=[C:27]([C:31]([F:34])([F:32])[F:33])[CH:26]=3)[C:4]=2[CH2:3]1 |f:1.2|. Procedure details: Analogously to the preparation of Example 27, 4-{(4S)-6-methyl-2,5-dioxo-1-[3-(trifluoromethyl)phenyl]-2,3,4,5,6,7-hexahydro-1H-pyrrolo[3,4-d]pyrimidin-4-yl}-3-(methylsulfonyl)benzonitrile (20 mg, 41 μmol; Example 35), sodium hydride (60%, 2.3 mg, 57 μmol) and methanesulfonyl chloride (6.5 mg, 57 μmol) were reacted with one another for 2 h. The title compound was obtained as a colorless solid (1.7 mg, 7% of theory). In addition, 6.4 mg (32% of theory) of the starting material were recovered. The reactants are C(C)(C)[N-]C(C)C.[Li+] (lithium diisopropylamide), CC(CC=O)C (3-methylbutanal), Cl (hydrochloric acid), O1C=C(C=C1)C(=O)O (3-Furoic acid). Run in O1CCCC1 (tetrahydrofuran), O (water), O1CCCC1 (tetrahydrofuran), O1CCCC1 (tetrahydrofuran). Reaction conditions: temperature -78 celsius, time 15 minute. Product: OC(CC(C)C)C=1OC=CC1C(=O)O (2-(1-Hydroxy-3-methylbutyl)furan-3-carboxylic acid). As a reaction SMILES: [O:1]1[CH:5]=[CH:4][C:3]([C:6]([OH:8])=[O:7])=[CH:2]1.C([N-]C(C)C)(C)C.[Li+].[CH3:17][CH:18]([CH3:22])[CH2:19][CH:20]=[O:21].Cl>O1CCCC1.O>[OH:21][CH:20]([C:2]1[O:1][CH:5]=[CH:4][C:3]=1[C:6]([OH:8])=[O:7])[CH2:19][CH:18]([CH3:22])[CH3:17] |f:1.2|. Procedure details: 3-Furoic acid (2.85 g) was dissolved in tetrahydrofuran (50 ml) and cooled to −78° C. A solution of lithium diisopropylamide (56 mmol) in tetrahydrofuran (100 ml) was added dropwise and the mixture was stirred for 15 minutes. A solution of 3-methylbutanal (3.0 ml) in tetrahydrofuran (15 ml) was added dropwise. The reaction mixture was stirred at −78° C. for 1 h and then allowed to warm to ambient temperature. The mixture was poured into water, the aqueous phase was acidified with 2M hydrochloric... Reactants: NC(C(=O)OCC)(CCC=1C=C2CCC=3C(=NOC3C=3C=NN(C3C(F)(F)F)C3=CC=CC=C3)C2=CC1)C (ethyl 2-amino-2-methyl-4-(3-(1-phenyl-5-(trifluoromethyl)-1H-pyrazol-4-yl)-4,5-dihydronaphtho[1,2-c]isoxazol-7-yl)butanoate), [OH-].[Na+] (sodium hydroxide), CO (methanol). Yields the product N[C@](C(=O)O)(CCC=1C=C2CCC=3C(=NOC3C=3C=NN(C3C(F)(F)F)C3=CC=CC=C3)C2=CC1)C ((2S)-2-amino-2-methyl-4-(3-(1-phenyl-5-(trifluoromethyl)-1H-pyrazol-4-yl)-4,5-dihydronaphtho[1,2-c]isoxazol-7-yl)butanoic acid), C(=O)(C(F)(F)F)O (TFA). Isolated yield 63.1%. Reaction SMILES: [NH2:1][C:2]([CH3:38])([CH2:8][CH2:9][C:10]1[CH:11]=[C:12]2[C:35](=[CH:36][CH:37]=1)[C:16]1=[N:17][O:18][C:19]([C:20]3[CH:21]=[N:22][N:23]([C:29]4[CH:34]=[CH:33][CH:32]=[CH:31][CH:30]=4)[C:24]=3[C:25]([F:28])([F:27])[F:26])=[C:15]1[CH2:14][CH2:13]2)[C:3]([O:5]CC)=[O:4].[OH-:39].[Na+].[CH3:41][OH:42]>>[NH2:1][C@@:2]([CH3:38])([CH2:8][CH2:9][C:10]1[CH:11]=[C:12]2[C:35](=[CH:36][CH:37]=1)[C:16]1=[N:17][O:18][C:19]([C:20]3[CH:21]=[N:22][N:23]([C:29]4[CH:30]=[CH:31][CH:32]=[CH:33][CH:34]=4)[C:24]=3[C:25]([F:26])([F:28])[F:27])=[C:15]1[CH2:14][CH2:13]2)[C:3]([OH:5])=[O:4].[C:41]([OH:42])([C:25]([F:28])([F:27])[F:26])=[O:39] |f:1.2|. Procedure: A solution of ethyl 2-amino-2-methyl-4-(3-(1-phenyl-5-(trifluoromethyl)-1H-pyrazol-4-yl)-4,5-dihydronaphtho[1,2-c]isoxazol-7-yl)butanoate (Preparation 50D, 4 mg, 7.63 μmol) and 10% aqueous sodium hydroxide (0.2 mL) in methanol (0.2 mL) was stirred under nitrogen at 60° C. for 1.5 hr and then room temperature overnight. Purification using reverse phase HPLC (PHENOMENEX® Luna Axia 5 u c18 30×100 mm, 10 min. run, solvent A: 10% MeOH: 90% H2O: 0.1% TFA, solvent B: 90% MeOH, 10% H2O, 0.1% TFA), conce... Reactants: C1CNCCN1, C1COCCO1, BrCCCOc1ccccc1. The product is c1ccc(OCCCN2CCNCC2)cc1. Reaction SMILES: [CH2:12]1[CH2:13][NH:14][CH2:15][CH2:16][NH:17]1.[O:18]1[CH2:19][CH2:20][O:21][CH2:22][CH2:23]1.[O:1]([c:2]1[cH:3][cH:4][cH:5][cH:6][cH:7]1)[CH2:8][CH2:9][CH2:10][Br:11]>>[O:1]([c:2]1[cH:3][cH:4][cH:5][cH:6][cH:7]1)[CH2:8][CH2:9][CH2:10][N:14]1[CH2:13][CH2:12][NH:17][CH2:16][CH2:15]1. Reactants: Cl (hydrochloride), ClC1=NC2=CC(=CC=C2C=N1)Cl (2,7-dichloro-quinazoline), C(C)(C)(C)OC(=O)N1CC(CC1)N (3-Amino-pyrrolidine-1-carboxylic acid tert-butyl ester), tert-butyl oxy carbonyl, ClC1=CC2=C(N=C(O2)NC2CNCC2)C=C1 ((6-Chloro-benzooxazol-2-yl)-pyrrolidin-3-yl-amine). Yields the product ClC1=CC=C2C=NC(=NC2=C1)NC1CNCC1 ((7-Chloro-quinazolin-2-yl)-pyrrolidin-3-yl-amine). Reaction SMILES: ClC1C=CC2N=C([NH:9][CH:10]3[CH2:14][CH2:13][NH:12][CH2:11]3)OC=2C=1.Cl.Cl[C:19]1[N:28]=[CH:27][C:26]2[C:21](=[CH:22][C:23]([Cl:29])=[CH:24][CH:25]=2)[N:20]=1.C(OC(N1CCC(N)C1)=O)(C)(C)C>>[Cl:29][C:23]1[CH:22]=[C:21]2[C:26]([CH:27]=[N:28][C:19]([NH:9][CH:10]3[CH2:14][CH2:13][NH:12][CH2:11]3)=[N:20]2)=[CH:25][CH:24]=1. Procedure: In analogy to the procedure described for the synthesis of (6-Chloro-benzooxazol-2-yl)-pyrrolidin-3-yl-amine; hydrochloride (example 1, step 1) the title compound was prepared from 2,7-dichloro-quinazoline (Synthesis 1978, 5, 379-82) and 3-Amino-pyrrolidine-1-carboxylic acid tert-butyl ester (commercially available) and subsequent cleavage of the tert-butyl oxy carbonyl protecting group under acidic conditions. (MH+) 249.1. As a reaction SMILES: [C:46]([O:47][BH-:48]([O:49][C:50](=[O:51])[CH3:52])[O:53][C:54](=[O:55])[CH3:56])(=[O:57])[CH3:58].[CH3:60][OH:61].[F:1][c:2]1[c:3]([OH:31])[cH:4][c:5]([CH2:26][C:27]([F:28])([F:29])[F:30])[c:6](-[c:8]2[cH:9][cH:10][c:11]3[c:12](-[c:17]4[nH:18][c:19]5[c:20]([n:25]4)[CH2:21][NH:22][CH2:23][CH2:24]5)[n:13][nH:14][c:15]3[cH:16]2)[cH:7]1.[F:37][c:38]1[cH:39][cH:40][c:41]([CH:42]=[O:43])[cH:44][cH:45]1.[K+:36].[Na+:59].[O-:32][C:33]([CH3:34])=[O:35]>>[F:1][c:2]1[c:3]([OH:31])[cH:4][c:5]([CH2:26][C:27]([F:28])([F:29])[F:30])[c:6](-[c:8]2[cH:9][cH:10][c:11]3[c:12](-[c:17]4[nH:18][c:19]5[c:20]([n:25]4)[CH2:21][N:22]([CH2:42][c:41]4[cH:40][cH:39][c:38]([F:37])[cH:45][cH:44]4)[CH2:23][CH2:24]5)[n:13][nH:14][c:15]3[cH:16]2)[cH:7]1. Product: Oc1cc(CC(F)(F)F)c(-c2ccc3c(-c4nc5c([nH]4)CCN(Cc4ccc(F)cc4)C5)n[nH]c3c2)cc1F. The reactants are CC(=O)O[BH-](OC(C)=O)OC(C)=O, CO, Oc1cc(CC(F)(F)F)c(-c2ccc3c(-c4nc5c([nH]4)CCNC5)n[nH]c3c2)cc1F, O=Cc1ccc(F)cc1, [K+], [Na+], CC(=O)[O-].